Dataset: the Open Reaction Database (ORD), a public repository of structured organic reaction records. Task: describe an organic reaction: reactants, conditions, products, and yield Starting materials: O=C([O-])O, CCOC(C)=O, O=C1CCC(=O)N1Cl, C=C(c1cc(Cl)c(Cl)c(Cl)c1)C(F)(F)F, CC(C)(C)OC(=O)N1CC(F)(c2ccc(C=NO)cc2)C1, [K+], CN(C)C=O. Reaction SMILES: [C:45](=[O:46])([OH:47])[O-:48].[CH3:50][CH2:51][O:52][C:53]([CH3:54])=[O:55].[Cl:22][N:23]1[C:24](=[O:25])[CH2:26][CH2:27][C:28]1=[O:29].[Cl:30][c:31]1[c:32]([Cl:44])[c:33]([Cl:43])[cH:34][c:35]([C:37]([C:38]([F:39])([F:40])[F:41])=[CH2:42])[cH:36]1.[F:1][C:2]1([c:13]2[cH:14][cH:15][c:16]([CH:19]=[N:20][OH:21])[cH:17][cH:18]2)[CH2:3][N:4]([C:6](=[O:7])[O:8][C:9]([CH3:10])([CH3:11])[CH3:12])[CH2:5]1.[K+:49].[O:56]=[CH:57][N:58]([CH3:59])[CH3:60]>>[F:1][C:2]1([c:13]2[cH:14][cH:15][c:16]([C:19]3=[N:20][O:21][C:37]([c:35]4[cH:34][c:33]([Cl:43])[c:32]([Cl:44])[c:31]([Cl:30])[cH:36]4)([C:38]([F:39])([F:40])[F:41])[CH2:42]3)[cH:17][cH:18]2)[CH2:3][N:4]([C:6](=[O:7])[O:8][C:9]([CH3:10])([CH3:11])[CH3:12])[CH2:5]1. Yields the product CC(C)(C)OC(=O)N1CC(F)(c2ccc(C3=NOC(c4cc(Cl)c(Cl)c(Cl)c4)(C(F)(F)F)C3)cc2)C1.